This data is from the Open Reaction Database (ORD), a public repository of structured organic reaction records. The task is: describe an organic reaction: reactants, conditions, products, and yield The reactants are O=C([O-])[O-], CN(C)C=O, Cc1oc(-c2ccccc2)nc1CCl, [K+], [K+], O, COC(=O)CCc1sc(Sc2ccc(O)cc2)nc1-c1ccccc1. Yields the product COC(=O)CCc1sc(Sc2ccc(OCc3nc(-c4ccccc4)oc3C)cc2)nc1-c1ccccc1. As a reaction SMILES: [C:40](=[O:41])([O-:42])[O-:43].[CH3:46][N:47]([CH3:48])[CH:49]=[O:50].[Cl:26][CH2:27][c:28]1[n:29][c:30](-[c:34]2[cH:35][cH:36][cH:37][cH:38][cH:39]2)[o:31][c:32]1[CH3:33].[K+:44].[K+:45].[OH2:51].[OH:1][c:2]1[cH:3][cH:4][c:5]([S:8][c:9]2[s:10][c:11]([CH2:20][CH2:21][C:22](=[O:23])[O:24][CH3:25])[c:12](-[c:14]3[cH:15][cH:16][cH:17][cH:18][cH:19]3)[n:13]2)[cH:6][cH:7]1>>[O:1]([c:2]1[cH:3][cH:4][c:5]([S:8][c:9]2[s:10][c:11]([CH2:20][CH2:21][C:22](=[O:23])[O:24][CH3:25])[c:12](-[c:14]3[cH:15][cH:16][cH:17][cH:18][cH:19]3)[n:13]2)[cH:6][cH:7]1)[CH2:27][c:28]1[n:29][c:30](-[c:34]2[cH:35][cH:36][cH:37][cH:38][cH:39]2)[o:31][c:32]1[CH3:33]. The reactants are NC1=CC=2C(NN=CC=3C2C1=CN(N3)[C@H]3[C@](O)([C@H](O)[C@H](O3)CO)C)=O (9-Amino-2-(2′-methyl-β-D-ribofuranosyl)-2,6-dihydro-2,3,5,6-tetraaza-benzo[cd]azulen-7-one), nucleoside. Run in C(C)(=O)Cl (acetyl chloride). Product: NC1=CC=2C(NN=CC=3C2C1=CN(N3)[C@H]3[C@H](OC(C)=O)[C@H](OC(CC)=O)[C@H](O3)COC(C)=O)=O (9-Amino-2-(2′-methyl-2′,3′,5′-tris-O-acetyl-β-D-ribofuranosyl)-2,6-dihydro-2,3,5,6-tetraaza-benzo[cd]azulene-7-one). Reaction SMILES: [NH2:1][C:2]1[C:11]2=[CH:12][N:13]([C@@H:15]3[O:21][C@H:20]([CH2:22][OH:23])[C@@H:18]([OH:19])[C@@:16]3(C)[OH:17])[N:14]=[C:9]3[C:10]2=[C:4]([C:5](=[O:25])[NH:6][N:7]=[CH:8]3)[CH:3]=1>C(Cl)(=O)C>[NH2:1][C:2]1[C:11]2=[CH:12][N:13]([C@@H:15]3[O:21][C@H:20]([CH2:22][O:23][C:5](=[O:25])[CH3:4])[C@@H:18]([O:19][C:18](=[O:19])[CH2:20][CH3:22])[C@H:16]3[O:17][C:16](=[O:17])[CH3:15])[N:14]=[C:9]3[C:10]2=[C:4]([C:5](=[O:25])[NH:6][N:7]=[CH:8]3)[CH:3]=1. Procedure: To a mixture of the product from Example 14 (100 mg, 0.28 mmol) in acetyl chloride/glacial acetic acid (3 mL, 1:2, v/v) is stirred at room temperature until disappearance of the starting nucleoside, as judged by TLC. The mixture is evaporated in vacuo to dryness and purified on silica gel column. Starting materials: ClC1=C2C3=C(C(NC2=NC=C1)=O)C=CC(=C3)C(=O)NCCN(C)C (1-Chloro-N-(2-(dimethylamino)ethyl)-6-oxo-5,6-dihydrobenzo[c][1,8]naphthyridine-9-carboxamide), NC1=CC=C(C=C1)NC(C1=CC(=C(C=C1)F)F)=O (N-(4-amino-phenyl)-3,4-difluoro-benzamide). The product is FC=1C=C(C(=O)NC2=CC=C(C=C2)NC2=C3C4=C(C(NC3=NC=C2)=O)C=CC(=C4)C(=O)NCCN(C)C)C=CC1F (1-(4-(3,4-Difluorobenzamido)phenylamino)-N-(2-(dimethylamino)ethyl)-6-oxo-5,6-dihydrobenzo[c][1,8]naphthyridine-9-carboxamide). RXN SMILES: Cl[C:2]1[CH:11]=[CH:10][N:9]=[C:8]2[C:3]=1[C:4]1[CH:16]=[C:15]([C:17]([NH:19][CH2:20][CH2:21][N:22]([CH3:24])[CH3:23])=[O:18])[CH:14]=[CH:13][C:5]=1[C:6](=[O:12])[NH:7]2.[NH2:25][C:26]1[CH:31]=[CH:30][C:29]([NH:32][C:33](=[O:42])[C:34]2[CH:39]=[CH:38][C:37]([F:40])=[C:36]([F:41])[CH:35]=2)=[CH:28][CH:27]=1>>[F:41][C:36]1[CH:35]=[C:34]([CH:39]=[CH:38][C:37]=1[F:40])[C:33]([NH:32][C:29]1[CH:28]=[CH:27][C:26]([NH:25][C:2]2[CH:11]=[CH:10][N:9]=[C:8]3[C:3]=2[C:4]2[CH:16]=[C:15]([C:17]([NH:19][CH2:20][CH2:21][N:22]([CH3:24])[CH3:23])=[O:18])[CH:14]=[CH:13][C:5]=2[C:6](=[O:12])[NH:7]3)=[CH:31][CH:30]=1)=[O:42]. Procedure details: The title compound was synthesized according to the procedure described for the preparation of Example 267 using 296 (40 mg, 0.12 mmol), and N-(4-amino-phenyl)-3,4-difluoro-benzamide (36 mg, 0.12 mmol) to provide 298. LC-MS (M+H=557, obsd.=557). Starting materials: O=C(O)c1ccc(N2CC(F)(F)C2)c(OCC2CC2)n1, Cl, COC(=O)C(N)C(C)(C)C. Product: COC(=O)C(NC(=O)c1ccc(N2CC(F)(F)C2)c(OCC2CC2)n1)C(C)(C)C. As a reaction SMILES: [CH:1]1([CH2:4][O:5][c:6]2[c:7]([N:15]3[CH2:16][C:17]([F:19])([F:20])[CH2:18]3)[cH:8][cH:9][c:10]([C:12](=[O:13])[OH:14])[n:11]2)[CH2:2][CH2:3]1.[ClH:21].[NH2:22][CH:23]([C:24](=[O:25])[O:26][CH3:27])[C:28]([CH3:29])([CH3:30])[CH3:31]>>[CH:1]1([CH2:4][O:5][c:6]2[c:7]([N:15]3[CH2:16][C:17]([F:19])([F:20])[CH2:18]3)[cH:8][cH:9][c:10]([C:12](=[O:14])[NH:22][CH:23]([C:24](=[O:25])[O:26][CH3:27])[C:28]([CH3:29])([CH3:30])[CH3:31])[n:11]2)[CH2:2][CH2:3]1.